From a dataset of the Open Reaction Database (ORD), a public repository of structured organic reaction records. describe an organic reaction: reactants, conditions, products, and yield The reactants are O=C([O-])[O-], Clc1cncc(Cl)n1, [Cs+], [Cs+], CC(C)(C)OC(=O)N1CCC(N)CC1, CN(C)C=O. The product is CC(C)(C)OC(=O)N1CCC(Nc2cncc(Cl)n2)CC1. RXN SMILES: [C:23](=[O:24])([O-:25])[O-:26].[Cl:1][c:2]1[n:3][c:4]([Cl:8])[cH:5][n:6][cH:7]1.[Cs+:27].[Cs+:28].[NH2:9][CH:10]1[CH2:11][CH2:12][N:13]([C:16](=[O:17])[O:18][C:19]([CH3:20])([CH3:21])[CH3:22])[CH2:14][CH2:15]1.[O:29]=[CH:30][N:31]([CH3:32])[CH3:33]>>[c:2]1([NH:9][CH:10]2[CH2:11][CH2:12][N:13]([C:16](=[O:17])[O:18][C:19]([CH3:20])([CH3:21])[CH3:22])[CH2:14][CH2:15]2)[n:3][c:4]([Cl:8])[cH:5][n:6][cH:7]1.